Dataset: the Open Reaction Database (ORD), a public repository of structured organic reaction records. Task: describe an organic reaction: reactants, conditions, products, and yield Reactants: Fc1nc(F)c(Cl)c(CBr)c1F, O=C([O-])c1ccccc1, [Na+], CN(C)C=O. Yields the product O=C(OCc1c(F)c(F)nc(F)c1Cl)c1ccccc1. RXN SMILES: [Br:1][CH2:2][c:3]1[c:4]([Cl:12])[c:5]([F:11])[n:6][c:7]([F:10])[c:8]1[F:9].[C:13]([c:14]1[cH:15][cH:16][cH:17][cH:18][cH:19]1)(=[O:20])[O-:21].[Na+:22].[O:23]=[CH:24][N:25]([CH3:26])[CH3:27]>>[CH2:2]([c:3]1[c:4]([Cl:12])[c:5]([F:11])[n:6][c:7]([F:10])[c:8]1[F:9])[O:21][C:13]([c:14]1[cH:15][cH:16][cH:17][cH:18][cH:19]1)=[O:20]. The reactants are C1CCOC1, CCOC(C)=O, N#Cc1ccc(N2CCC3(CC2)OCCO3)cc1, O, O=S(=O)(O)O. The product is N#Cc1ccc(N2CCC(=O)CC2)cc1. Reaction SMILES: [CH2:30]1[O:31][CH2:32][CH2:33][CH2:34]1.[CH3:24][CH2:25][O:26][C:27]([CH3:28])=[O:29].[O:1]1[CH2:3][CH2:2][O:4][C:5]12[CH2:6][CH2:7][N:8]([c:11]1[cH:12][cH:13][c:14]([C:15]#[N:16])[cH:17][cH:18]1)[CH2:9][CH2:10]2.[OH2:35].[S:19](=[O:20])(=[O:21])([OH:22])[OH:23]>>[O:4]=[C:5]1[CH2:6][CH2:7][N:8]([c:11]2[cH:12][cH:13][c:14]([C:15]#[N:16])[cH:17][cH:18]2)[CH2:9][CH2:10]1. Reactants: [Cl-].[Na+] (sodium chloride), C(C1=CC=CC=C1)OC(=O)N1[C@@H](C[C@H](C1)OS(=O)(=O)C)CO ((2S,4R)-1-benzyloxycarbonyl-2-hydroxymethyl-4-methanesulfonyloxypyrrolidine), N1C=NC=C1 (imidazole), [Si](C)(C)(C(C)(C)C)Cl (tert-butyldimethylsilyl chloride). Solvent: O (water), C(C)(=O)OCC (ethyl acetate), ClCCl (dichloromethane), ClCCl (dichloromethane). Run at time 1 hour. Yields the product C(C1=CC=CC=C1)OC(=O)N1[C@@H](C[C@H](C1)OS(=O)(=O)C)CO[Si](C)(C)C(C)(C)C ((2S,4R)-1-benzyloxycarbonyl-2-(tert-butyldimethylsilyloxy)methyl-4-methanesulfonyloxypyrrolidine). The yield is 87.9%. RXN SMILES: [CH2:1]([O:8][C:9]([N:11]1[CH2:15][C@H:14]([O:16][S:17]([CH3:20])(=[O:19])=[O:18])[CH2:13][C@H:12]1[CH2:21][OH:22])=[O:10])[C:2]1[CH:7]=[CH:6][CH:5]=[CH:4][CH:3]=1.N1C=CN=C1.[Si:28](Cl)([C:31]([CH3:34])([CH3:33])[CH3:32])([CH3:30])[CH3:29].[Cl-].[Na+]>ClCCl.O.C(OCC)(=O)C>[CH2:1]([O:8][C:9]([N:11]1[CH2:15][C@H:14]([O:16][S:17]([CH3:20])(=[O:19])=[O:18])[CH2:13][C@H:12]1[CH2:21][O:22][Si:28]([C:31]([CH3:34])([CH3:33])[CH3:32])([CH3:30])[CH3:29])=[O:10])[C:2]1[CH:3]=[CH:4][CH:5]=[CH:6][CH:7]=1 |f:3.4|. Procedure: To a solution of (2S,4R)-1-benzyloxycarbonyl-2-hydroxymethyl-4-methanesulfonyloxypyrrolidine (60 g) and imidazole (12.9 g) in dichloromethane (300 ml) was added dropwise a solution of tert-butyldimethylsilyl chloride (31.4 g) in dichloromethane at 0° C. over a 30-minute period. After one hour, the reaction mixture was poured into a mixture of ethyl acetate (1 l), water (400 ml) and saturated aqueous sodium chloride (200 ml). The organic layer was separated, washed in turn with water and brine, a... Reactants: CO (Methanol), [Si](C)(C)(C(C)(C)C)OCCCCCCCC#CC1C(CSC2=CC(=CC=C12)OC)(C)C1=CC=C(C=C1)OC (4-[9-(t-butyl-dimethylsilyloxy)-1-nonynyl]-7-methoxy-3-(4-methoxyphenyl)-3-methylthiochroman). The yield is 80.0%. RXN SMILES: CO.[Si:3]([O:10][CH2:11][CH2:12][CH2:13][CH2:14][CH2:15][CH2:16][CH2:17][C:18]#[C:19][CH:20]1[C:29]2[C:24](=[CH:25][C:26]([O:30][CH3:31])=[CH:27][CH:28]=2)[S:23][CH2:22][C:21]1([C:33]1[CH:38]=[CH:37][C:36]([O:39][CH3:40])=[CH:35][CH:34]=1)[CH3:32])([C:6]([CH3:9])([CH3:8])[CH3:7])([CH3:5])[CH3:4]>[Pd].C(OCC)(=O)C>[Si:3]([O:10][CH2:11][CH2:12][CH2:13][CH2:14][CH2:15][CH2:16][CH2:17][CH2:18][CH2:19][CH:20]1[C:29]2[C:24](=[CH:25][C:26]([O:30][CH3:31])=[CH:27][CH:28]=2)[S:23][CH2:22][C:21]1([C:33]1[CH:38]=[CH:37][C:36]([O:39][CH3:40])=[CH:35][CH:34]=1)[CH3:32])([C:6]([CH3:9])([CH3:8])[CH3:7])([CH3:4])[CH3:5]. Run at time 2 day. Reagents/catalysts: [Pd] (Pd/C). Reported procedure: Methanol (60 ml) and 10% Pd/C (500 mg) were added to 4-[9-(t-butyl-dimethylsilyloxy)-1-nonynyl]-7-methoxy-3-(4-methoxyphenyl)-3-methylthiochroman (560 mg, 1.01 mmol) obtained in Example 28, and the mixture was stirred for 2 days under hydrogen gas (normal pressure). Ethyl acetate was added to the reaction solution which was then filtered, washed several times with ethyl acetate and concentrated under reduced pressure to remove the organic solvent. To the residue were added methanol (60 ml) and 1... Product: [Si](C)(C)(C(C)(C)C)OCCCCCCCCCC1C(CSC2=CC(=CC=C12)OC)(C)C1=CC=C(C=C1)OC (4-[9-(t-butyldimethylsilyloxy)nonyl]-7-methoxy-3-(4-methoxyphenyl)-3-methylthiochroman). Solvent: C(C)(=O)OCC (Ethyl acetate). Reactants: CC(=O)Oc1ccc(C=CCO)cc1, CCOC(=O)C(O)C(O)C(=O)OCC, ClCCl, CC(C)[O-], CC(C)[O-], CC(C)[O-], CC(C)[O-], [Cl-], [F-], [Na+], [Na+], [Ti+4]. The product is CC(=O)Oc1ccc(C2OC2CO)cc1. RXN SMILES: [C:1]([CH3:2])(=[O:3])[O:4][c:5]1[cH:6][cH:7][c:8]([CH:9]=[CH:10][CH2:11][OH:12])[cH:13][cH:14]1.[CH2:15]([O:17][C:16]([CH:18]([CH:19]([C:20]([O:21][CH2:22][CH3:23])=[O:24])[OH:25])[OH:26])=[O:27])[CH3:28].[CH2:33]([Cl:34])[Cl:35].[CH3:36][CH:37]([CH3:38])[O-:39].[CH3:40][CH:41]([CH3:42])[O-:43].[CH3:44][CH:45]([CH3:46])[O-:47].[CH3:48][CH:49]([CH3:50])[O-:51].[Cl-:32].[F-:29].[Na+:30].[Na+:31].[Ti+4:52]>>[C:1]([CH3:2])(=[O:3])[O:4][c:5]1[cH:6][cH:7][c:8]([CH:9]2[CH:10]([CH2:11][OH:12])[O:17]2)[cH:13][cH:14]1. Starting materials: [BH4-].[Na+] (sodium borohydride), ClCCCC1S(C2=C(C(C1)=O)C=CC=C2)(=O)=O (2-(3-chloropropyl)-3,4-dihydro-2H-1-benzothiopyran-4-one 1,1-dioxide). The solvent is C(C)O (ethanol). Product: ClCCCC1S(C2=C(C(C1)O)C=CC=C2)(=O)=O (2-(3-chloropropyl)-4-hydroxy-3,4-dihydro-2H-1-benzothiopyran 1,1-dioxide). Yield: 90.9%. Reaction SMILES: [BH4-].[Na+].[Cl:3][CH2:4][CH2:5][CH2:6][CH:7]1[CH2:12][C:11](=[O:13])[C:10]2[CH:14]=[CH:15][CH:16]=[CH:17][C:9]=2[S:8]1(=[O:19])=[O:18]>C(O)C>[Cl:3][CH2:4][CH2:5][CH2:6][CH:7]1[CH2:12][CH:11]([OH:13])[C:10]2[CH:14]=[CH:15][CH:16]=[CH:17][C:9]=2[S:8]1(=[O:19])=[O:18] |f:0.1|. Procedure: 200 mg (5.29 mmol) of sodium borohydride was added in portions to a solution of 620 mg (2.27 mmol) of the Compound 5 in 20 ml of ethanol while stirring under cooling with ice. After stirring for 17 hours at room temperature, the reaction mixture was concentrated under vacuum. A 0.1 M phosphate buffer solution (pH 6.0) was added to the residue and the mixture was extracted with chloroform (three times). The organic layer was washed with water and saturated brine, dried over anhydrous sodium sulfa... The reactants are O=C([O-])[O-], CN(C)CCCl, Cl, [K+], [K+], O=[N+]([O-])c1ccc2[nH]ncc2c1, CN(C)C=O. The product is CN(C)CCn1ncc2cc([N+](=O)[O-])ccc21. RXN SMILES: [C:13](=[O:14])([O-:15])[O-:16].[CH3:20][N:21]([CH2:22][CH2:23][Cl:24])[CH3:25].[ClH:19].[K+:17].[K+:18].[N+:1](=[O:2])([O-:3])[c:4]1[cH:5][c:6]2[cH:7][n:8][nH:9][c:10]2[cH:11][cH:12]1.[O:26]=[CH:27][N:28]([CH3:29])[CH3:30]>>[N+:1](=[O:2])([O-:3])[c:4]1[cH:5][c:6]2[cH:7][n:8][n:9]([CH2:23][CH2:22][N:21]([CH3:20])[CH3:25])[c:10]2[cH:11][cH:12]1. Starting materials: O=C1CCC(=O)N1Br, ClCCl, CS(=O)(=O)c1ccc(C(=CC2CCCCC2)C(=O)O)cc1C(F)(F)F, Nc1ccc(Br)cn1, c1ccc(P(c2ccccc2)c2ccccc2)cc1. Yields the product CS(=O)(=O)c1ccc(C(=CC2CCCCC2)C(=O)Nc2ccc(Br)cn2)cc1C(F)(F)F. RXN SMILES: [Br:20][N:21]1[C:22](=[O:23])[CH2:24][CH2:25][C:26]1=[O:27].[CH2:61]([Cl:62])[Cl:63].[CH:28]1([CH:34]=[C:35]([C:36](=[O:37])[OH:38])[c:39]2[cH:40][c:41]([C:49]([F:50])([F:51])[F:52])[c:42]([S:45](=[O:46])(=[O:47])[CH3:48])[cH:43][cH:44]2)[CH2:29][CH2:30][CH2:31][CH2:32][CH2:33]1.[NH2:53][c:54]1[n:55][cH:56][c:57]([Br:60])[cH:58][cH:59]1.[c:1]1([P:2]([c:3]2[cH:4][cH:5][cH:6][cH:7][cH:8]2)[c:9]2[cH:10][cH:11][cH:12][cH:13][cH:14]2)[cH:15][cH:16][cH:17][cH:18][cH:19]1>>[CH:28]1([CH:34]=[C:35]([C:36](=[O:38])[NH:53][c:54]2[n:55][cH:56][c:57]([Br:60])[cH:58][cH:59]2)[c:39]2[cH:40][c:41]([C:49]([F:50])([F:51])[F:52])[c:42]([S:45](=[O:46])(=[O:47])[CH3:48])[cH:43][cH:44]2)[CH2:29][CH2:30][CH2:31][CH2:32][CH2:33]1. Reactants: CC(C)OC1=C(C=C(C=C1)C1=NC(=NO1)C1=C2C=CN(C2=CC=C1)CCC(=O)OCC)C(F)(F)F (ethyl 3-(4-{5-[4-[(1-methylethyl)oxy]-3-(trifluoromethyl)phenyl]-1,2,4-oxadiazol-3-yl}-1H-indol-1-yl)propanoate), [OH-].[Na+] (sodium hydroxide). The solvent is C(C)O (ethanol). Run at temperature 50 celsius. Yields the product CC(C)OC1=C(C=C(C=C1)C1=NC(=NO1)C1=C2C=CN(C2=CC=C1)CCC(=O)[O-])C(F)(F)F.[Na+] (Sodium 3-(4-{5-[4-[(1-methylethyl)oxy]-3-(trifluoromethyl)phenyl]-1,2,4-oxadiazol-3-yl}-1H-indol-1-yl)propanoate). Yield: 69.6%. RXN SMILES: [CH3:1][CH:2]([O:4][C:5]1[CH:10]=[CH:9][C:8]([C:11]2[O:15][N:14]=[C:13]([C:16]3[CH:24]=[CH:23][CH:22]=[C:21]4[C:17]=3[CH:18]=[CH:19][N:20]4[CH2:25][CH2:26][C:27]([O:29]CC)=[O:28])[N:12]=2)=[CH:7][C:6]=1[C:32]([F:35])([F:34])[F:33])[CH3:3].[OH-].[Na+:37]>C(O)C>[CH3:3][CH:2]([O:4][C:5]1[CH:10]=[CH:9][C:8]([C:11]2[O:15][N:14]=[C:13]([C:16]3[CH:24]=[CH:23][CH:22]=[C:21]4[C:17]=3[CH:18]=[CH:19][N:20]4[CH2:25][CH2:26][C:27]([O-:29])=[O:28])[N:12]=2)=[CH:7][C:6]=1[C:32]([F:35])([F:34])[F:33])[CH3:1].[Na+:37] |f:1.2,4.5|. Procedure: To a suspension of ethyl 3-(4-{5-[4-[(1-methylethyl)oxy]-3-(trifluoromethyl)phenyl]-1,2,4-oxadiazol-3-yl}-1H-indol-1-yl)propanoate (D72) (81 mg, 0.17 mmol) in ethanol (8 mL) was added aqueous sodium hydroxide (2M, 0.8 mL, 1.6 mmol) and the reaction heated to 50° C. to dissolve the reagents before heating at 40° C. for 1 h. The solvent was removed in vacuo and the residue partitioned between ethyl acetate (20 mL) and water (20 mL) and acidified with aqueous hydrochloric acid (2M). The aqueous pha... Reactants: C, CCO, [Pd], CCOC(=O)C=Cc1cccc2ccccc12. Product: CCOC(=O)CCc1cccc2ccccc12. As a reaction SMILES: [C:21].[CH3:18][CH2:19][OH:20].[Pd:22].[c:1]1([CH:11]=[CH:12][C:13](=[O:14])[O:15][CH2:16][CH3:17])[cH:2][cH:3][cH:4][c:5]2[cH:6][cH:7][cH:8][cH:9][c:10]12>>[c:1]1([CH2:11][CH2:12][C:13](=[O:14])[O:15][CH2:16][CH3:17])[cH:2][cH:3][cH:4][c:5]2[cH:6][cH:7][cH:8][cH:9][c:10]12.